From a dataset of the Open Reaction Database (ORD), a public repository of structured organic reaction records. describe an organic reaction: reactants, conditions, products, and yield The reactants are C1COCCO1, CCN(CC)c1ccccc1, Cc1cc(=O)n2[nH]c(C)cc2n1, COC(C)(C)C, O, O=P(Cl)(Cl)Cl. The product is Cc1cc(Cl)n2nc(C)cc2n1. RXN SMILES: [CH2:13]1[O:14][CH2:15][CH2:16][O:17][CH2:18]1.[CH2:19]([N:20]([CH2:21][CH3:22])[c:23]1[cH:24][cH:25][cH:26][cH:27][cH:28]1)[CH3:29].[CH3:1][c:2]1[nH:3][n:4]2[c:5]([n:6][c:7]([CH3:11])[cH:8][c:9]2=[O:10])[cH:12]1.[CH3:36][O:37][C:38]([CH3:39])([CH3:40])[CH3:41].[OH2:35].[P:30]([Cl:31])([Cl:32])([Cl:33])=[O:34]>>[CH3:1][c:2]1[n:3][n:4]2[c:5]([n:6][c:7]([CH3:11])[cH:8][c:9]2[Cl:32])[cH:12]1. Reactants: C1(=CC=CC=C1)\C(=C/CCCCCO)\C=1C=NC=CC1 ((E)-7-phenyl-7-(3-pyridyl)-6-hepten-1-ol), C(CCC)N=C=O (n-butyl isocyanate). Run in C(C)N(CC)CC (triethylamine). Yields the product C(CCC)NC(=O)OCCCCC\C=C(\C=1C=NC=CC1)/C1=CC=CC=C1 (1-(n-butyl)aminocarbonyloxy-(E)-7-phenyl-7-(3-pyridyl)-6-heptene). Yield: 84.8%. Reaction SMILES: [C:1]1(/[C:7](/[C:15]2[CH:16]=[N:17][CH:18]=[CH:19][CH:20]=2)=[CH:8]\[CH2:9][CH2:10][CH2:11][CH2:12][CH2:13][OH:14])[CH:6]=[CH:5][CH:4]=[CH:3][CH:2]=1.[CH2:21]([N:25]=[C:26]=[O:27])[CH2:22][CH2:23][CH3:24]>C(N(CC)CC)C>[CH2:21]([NH:25][C:26]([O:14][CH2:13][CH2:12][CH2:11][CH2:10][CH2:9]/[CH:8]=[C:7](\[C:1]1[CH:2]=[CH:3][CH:4]=[CH:5][CH:6]=1)/[C:15]1[CH:16]=[N:17][CH:18]=[CH:19][CH:20]=1)=[O:27])[CH2:22][CH2:23][CH3:24]. Procedure details: In the presence of triethylamine, (E)-7-phenyl-7-(3-pyridyl)-6-hepten-1-ol (2.0 g, 7.4 mmoles) was reacted with n-butyl isocyanate (0.8 g) in the same manner as Example 9 to give 1-(n-butyl)aminocarbonyloxy-(E)-7-phenyl-7-(3-pyridyl)-6-heptene (Compound Id-25, 2.3 g) as an oil